describe an organic reaction: reactants, conditions, products, and yield From a dataset of the Open Reaction Database (ORD), a public repository of structured organic reaction records. As a reaction SMILES: [BH4-:10].[CH3:20][CH2:21][OH:22].[ClH:12].[NH:13]([CH2:14][CH2:15][OH:16])[CH2:17][CH2:18][OH:19].[Na+:11].[O:1]1[CH2:2][C:3](=[O:9])[CH:4]2[CH:5]1[O:6][CH2:7][CH2:8]2>>[O:1]1[CH2:2][CH:3]([OH:9])[CH:4]2[CH:5]1[O:6][CH2:7][CH2:8]2. Starting materials: [BH4-], CCO, Cl, OCCNCCO, [Na+], O=C1COC2OCCC12. The product is OC1COC2OCCC12. The reactants are C(C)(C)(C)C1=NN(C(=C1)C(=O)OCC)CCN(C)C (ethyl 3-tert-butyl-1-(2-(dimethylamino)ethyl)-1H-pyrazole-5-carboxylate), [Li+].[OH-] (LiOH). Solvent: C1CCOC1 (THF). Reaction conditions: time 16 hour. Product: C(C)(C)(C)C1=NN(C(=C1)C(=O)O)CCN(C)C (3tert-butyl-1-(2-(dimethylamino)ethyl)-1H-pyrazole-5-carboxylic acid). Yield: 29.0%. RXN SMILES: [C:1]([C:5]1[CH:9]=[C:8]([C:10]([O:12]CC)=[O:11])[N:7]([CH2:15][CH2:16][N:17]([CH3:19])[CH3:18])[N:6]=1)([CH3:4])([CH3:3])[CH3:2].[Li+].[OH-]>C1COCC1>[C:1]([C:5]1[CH:9]=[C:8]([C:10]([OH:12])=[O:11])[N:7]([CH2:15][CH2:16][N:17]([CH3:19])[CH3:18])[N:6]=1)([CH3:4])([CH3:2])[CH3:3] |f:1.2|. Procedure details: To a solution of ethyl 3-tert-butyl-1-(2-(dimethylamino)ethyl)-1H-pyrazole-5-carboxylate (0.47 g, 1.8 mmol) in THF (10 mL) was added aqueous LiOH (0.22 g, 5.3 mmol, 5 mL) and the mixture was stirred for 16 h at RT. Solvents were removed, the thick liquid was diluted with water (5 mL) and acidified with 50% aq. acetic acid solution to pH 5-6. The product was extracted with EtOAc (2×50 ml) and the combined organics were washed with brine, dried (Na2SO4) and concentrated in vacuo to afford 3tert-bu... Starting materials: C(#C)C=1C=NN2C1N=C(C=C2C(F)F)C2=CC(=CC=C2)C(F)(F)F (3-ethynyl-7-difluoromethyl-5-(3-trifluoromethyl-phenyl)-pyrazolo[1,5-a]pyrimidine), BrC1=CC=C(S1)S(=O)(=O)N1CCN(CC1)C (1-(5-Bromo-thiophene-2-sulfonyl)-4-methyl-piperazine). The product is FC(C1=CC(=NC=2N1N=CC2C#CC=2SC(=CC2)S(=O)(=O)N2CCN(CC2)C)C2=CC(=CC=C2)C(F)(F)F)F (7-Difluoromethyl-3-[5-(4-methyl-piperazine-1-sulfonyl)-thiophen-2-ylethynyl]-5-(3-trifluoromethyl-phenyl)-pyrazolo[1,5-a]pyrimidine), solid. The yield is 76.0%. Reaction SMILES: [C:1]([C:3]1[CH:4]=[N:5][N:6]2[C:11]([CH:12]([F:14])[F:13])=[CH:10][C:9]([C:15]3[CH:20]=[CH:19][CH:18]=[C:17]([C:21]([F:24])([F:23])[F:22])[CH:16]=3)=[N:8][C:7]=12)#[CH:2].Br[C:26]1[S:30][C:29]([S:31]([N:34]2[CH2:39][CH2:38][N:37]([CH3:40])[CH2:36][CH2:35]2)(=[O:33])=[O:32])=[CH:28][CH:27]=1>>[F:13][CH:12]([F:14])[C:11]1[N:6]2[N:5]=[CH:4][C:3]([C:1]#[C:2][C:26]3[S:30][C:29]([S:31]([N:34]4[CH2:39][CH2:38][N:37]([CH3:40])[CH2:36][CH2:35]4)(=[O:32])=[O:33])=[CH:28][CH:27]=3)=[C:7]2[N:8]=[C:9]([C:15]2[CH:20]=[CH:19][CH:18]=[C:17]([C:21]([F:23])([F:24])[F:22])[CH:16]=2)[CH:10]=1. Reported procedure: The title compound was prepared from 3-ethynyl-7-difluoromethyl-5-(3-trifluoromethyl-phenyl)-pyrazolo[1,5-a]pyrimidine (example C.15) (169 mg, 0.5 mmol) and 1-(5-bromo-thiophene-2-sulfonyl)-4-methyl-piperazine (example B.50) (163 mg, 0.5 mmol) according to general procedure II. Obtained as a yellow solid (220 mg, 76%). MS (EI) 581.1 [(M)+]; mp 214° C. The reactants are C(C)(=O)O[BH-](OC(C)=O)OC(C)=O.[Na+] (Sodium triacetoxyborohydride), O=C1CCC(CC1)C(=O)OCC (ethyl 4-oxo-cyclohexanecarboxylate), N(N)C(=O)OC(C)(C)C (tert-butyl hydrazinecarboxylate), C(C)(=O)O (acetic acid). The solvent is ClCCl (dichloromethane). Run at temperature 0 celsius, time 20 hour. Product: C(C)OC(=O)[C@@H]1CC[C@@H](CC1)NNC(=O)OC(C)(C)C (cis-4-(N′-tert-butoxycarbonyl-hydrazino)-cyclohexanecarboxylic acid ethyl ester), C(C)OC(=O)[C@@H]1CC[C@H](CC1)NNC(=O)OC(C)(C)C (trans-4-(N′-tert-butoxycarbonyl-hydrazino)-cyclohexanecarboxylic acid ethyl ester). Isolated yield 37.0%. Reaction SMILES: O=[C:2]1[CH2:7][CH2:6][CH:5]([C:8]([O:10][CH2:11][CH3:12])=[O:9])[CH2:4][CH2:3]1.[NH:13]([C:15]([O:17][C:18]([CH3:21])([CH3:20])[CH3:19])=[O:16])[NH2:14].C(O)(=O)C.C(O[BH-](OC(=O)C)OC(=O)C)(=O)C.[Na+]>ClCCl>[CH2:11]([O:10][C:8]([C@H:5]1[CH2:6][CH2:7][C@@H:2]([NH:14][NH:13][C:15]([O:17][C:18]([CH3:21])([CH3:20])[CH3:19])=[O:16])[CH2:3][CH2:4]1)=[O:9])[CH3:12].[CH2:11]([O:10][C:8]([C@H:5]1[CH2:6][CH2:7][C@H:2]([NH:14][NH:13][C:15]([O:17][C:18]([CH3:21])([CH3:20])[CH3:19])=[O:16])[CH2:3][CH2:4]1)=[O:9])[CH3:12] |f:3.4|. Procedure: A solution of ethyl 4-oxo-cyclohexanecarboxylate (1.00 g, 5.88 mmol), tert-butyl hydrazinecarboxylate (1.16 g, 8.81 mmol) and acetic acid (0.34 ml, 5.9 mmol) in dichloromethane (29 ml) was stirred for 1 h at room temperature and subsequently cooled to 0° C. on an ice-water bath. Sodium triacetoxyborohydride (2.49 g, 11.8 mmol) was added at 0-5° C. The cooling bath was removed after completed addition. Stirring at room temperature for 20 h was followed by quenching with ethanol (5 ml). The reacti...